Dataset: the Open Reaction Database (ORD), a public repository of structured organic reaction records. Task: describe an organic reaction: reactants, conditions, products, and yield As a reaction SMILES: S1C=CC=C1.C(O)C.[F:9][C:10]1[CH:15]=[CH:14][C:13]([CH2:16][N:17]2[C:21]3[CH:22]=[CH:23][CH:24]=[CH:25][C:20]=3[N:19]=[C:18]2[NH:26][CH:27]2[CH2:32][CH2:31][N:30]([CH2:33][CH2:34][C:35]3[CH:40]=[CH:39][C:38]([N+:41]([O-])=O)=[CH:37][CH:36]=3)[CH2:29][CH2:28]2)=[CH:12][CH:11]=1.[H][H]>[Pt].CO>[NH2:41][C:38]1[CH:39]=[CH:40][C:35]([CH2:34][CH2:33][N:30]2[CH2:29][CH2:28][CH:27]([NH:26][C:18]3[N:17]([CH2:16][C:13]4[CH:12]=[CH:11][C:10]([F:9])=[CH:15][CH:14]=4)[C:21]4[CH:22]=[CH:23][CH:24]=[CH:25][C:20]=4[N:19]=3)[CH2:32][CH2:31]2)=[CH:36][CH:37]=1. The solvent is CO (methanol). Yields the product NC1=CC=C(C=C1)CCN1CCC(CC1)NC1=NC2=C(N1CC1=CC=C(C=C1)F)C=CC=C2 (N-{1-[2-(4-aminophenyl)ethyl]-4-piperidinyl}-1-(4-fluorophenylmethyl)-1H-benzimidazol-2-amine). Procedure: To 1 part of a solution of 2 parts of thiophene in 40 parts of ethanol are added 3.3 parts of 1-(4-fluorophenylmethyl)-N-{1-[2-(4-nitrophenyl)ethyl]-4-piperidinyl}-1H-benzimidazol-2-amine and 120 parts of methanol. The whole is hydrogenated at normal pressure and at room temperature with 2 parts of platinum-on-charcoal catalyst 5%. After the calculated amount of hydrogen is taken up, the catalyst is filtered off and the filtrate is evaporated. The residue is purified by column-chromatography ove... Reactants: [H][H] (hydrogen), S1C=CC=C1 (thiophene), C(C)O (ethanol), FC1=CC=C(C=C1)CN1C(=NC2=C1C=CC=C2)NC2CCN(CC2)CCC2=CC=C(C=C2)[N+](=O)[O-] (1-(4-fluorophenylmethyl)-N-{1-[2-(4-nitrophenyl)ethyl]-4-piperidinyl}-1H-benzimidazol-2-amine). Reagents/catalysts: [Pt] (platinum-on-charcoal). Isolated yield 42.0%. Procedure details: 1-(2-Diethylaminomethyl-5,7-dihydro-4H-furo[2,3-c]pyridin-6-yl)-6-phenylhexan-1-one 0.178 g was dissolved in 2 ml of methanol; hydrogen chloride in methanol was added in excess, followed by stirring. This mixture was concentrated to yield the desired product. Product: Cl.C(C)N(CC)CC1=CC2=C(CN(CC2)C(CCCCCC2=CC=CC=C2)=O)O1 (1-(2-diethylaminomethyl-5,7-dihydro-4H-furo[2,3-c]pyridin-6-yl)-6-phenylhexan-1-one hydrochloride). Reactants: C(C)N(CC)CC1=CC2=C(CN(CC2)C(CCCCCC2=CC=CC=C2)=O)O1 (1-(2-Diethylaminomethyl-5,7-dihydro-4H-furo[2,3-c]pyridin-6-yl)-6-phenylhexan-1-one), Cl (hydrogen chloride). As a reaction SMILES: [CH2:1]([N:3]([CH2:6][C:7]1[O:28][C:10]2[CH2:11][N:12]([C:15](=[O:27])[CH2:16][CH2:17][CH2:18][CH2:19][CH2:20][C:21]3[CH:26]=[CH:25][CH:24]=[CH:23][CH:22]=3)[CH2:13][CH2:14][C:9]=2[CH:8]=1)[CH2:4][CH3:5])[CH3:2].[ClH:29]>CO>[ClH:29].[CH2:1]([N:3]([CH2:6][C:7]1[O:28][C:10]2[CH2:11][N:12]([C:15](=[O:27])[CH2:16][CH2:17][CH2:18][CH2:19][CH2:20][C:21]3[CH:22]=[CH:23][CH:24]=[CH:25][CH:26]=3)[CH2:13][CH2:14][C:9]=2[CH:8]=1)[CH2:4][CH3:5])[CH3:2] |f:3.4|. Solvent: CO (methanol), CO (methanol). Starting materials: CCO, CCOC(=O)C1=Cc2ccc(I)cc2OC1C(F)(F)F, [Na+], [OH-], O. Yields the product O=C(O)C1=Cc2ccc(I)cc2OC1C(F)(F)F. Reaction SMILES: [CH3:23][CH2:24][OH:25].[I:1][c:2]1[cH:3][cH:4][c:5]2[c:10]([cH:11]1)[O:9][CH:8]([C:12]([F:13])([F:14])[F:15])[C:7]([C:16](=[O:17])[O:18][CH2:19][CH3:20])=[CH:6]2.[Na+:22].[OH-:21].[OH2:26]>>[I:1][c:2]1[cH:3][cH:4][c:5]2[c:10]([cH:11]1)[O:9][CH:8]([C:12]([F:13])([F:14])[F:15])[C:7]([C:16](=[O:17])[OH:18])=[CH:6]2. Reactants: C([C@@H](C(=O)O)O)C(=O)O (L-(-)-malic acid), Cl.C(=C)C1=CC=C(C=C1)[C@H](CC1=CC=CC=C1)N ((S)-1-(4-vinylphenyl)-2-phenylethylamine hydrochloride), C(=C)C1=CC=C(C=C1)[C@H](C)N ((S)-1-(4-vinylphenyl)-ethylamine). Run in CO (methanol). Reaction conditions: time 15 hour. Yields the product C([C@@H](O)CC(=O)O)(=O)O.C(=C)C1=CC=C(C=C1)[C@@H](C)N ((R)-1-(4-vinylphenyl)-ethylamine L-malate). Yield: 19.1%. As a reaction SMILES: [CH2:1]([C:7]([OH:9])=[O:8])[C@H:2]([OH:6])[C:3]([OH:5])=[O:4].Cl.[CH:11]([C:13]1[CH:18]=[CH:17][C:16]([C@@H:19]([NH2:27])[CH2:20]C2C=CC=CC=2)=[CH:15][CH:14]=1)=[CH2:12].C(C1C=CC([C@@H](N)C)=CC=1)=C>CO>[C:3]([OH:5])(=[O:4])[C@H:2]([CH2:1][C:7]([OH:9])=[O:8])[OH:6].[CH:11]([C:13]1[CH:18]=[CH:17][C:16]([C@H:19]([NH2:27])[CH3:20])=[CH:15][CH:14]=1)=[CH2:12] |f:1.2,5.6|. Procedure details: 37.4 g (0.279 mol) of L-(-)-malic acid are added to a solution of 41.06 g (0.279 mol) of (R), (S)-1-(4-vinylphenyl)-ethylamine in 250 ml of methanol at 0° C. After 15 hours, the precipitated crystals (31.0 g) are filtered off under suction, and the mother liquor is evaporated down in vacuo until crystallization begins again. A further 15 g of product are obtained. The crystal fractions are combined and recrystallized twice, in each case from 250 ml of methanol, with the addition of about 50 mg o... Reactants: [H-].[Na+] (sodium hydride), [Cl-].[NH4+] (ammonium chloride), C(C#CC)OC1=CC(=NC=N1)C(C1=CC=CC=C1)O (6-(2-butynyloxy)-4-(α-hydroxybenzyl)pyrimidine), C(C)I (ethyl iodide). Run in O1CCCC1 (tetrahydrofuran), O1CCCC1 (tetrahydrofuran). Reaction conditions: time 15 minute. The product is C(C#CC)OC1=CC(=NC=N1)C(C1=CC=CC=C1)OCC (6-(2-butynyloxy)-4-(α-ethoxybenzyl)pyrimidine). Isolated yield 31.5%. Reaction SMILES: [H-].[Na+].[CH2:3]([O:7][C:8]1[N:13]=[CH:12][N:11]=[C:10]([CH:14]([OH:21])[C:15]2[CH:20]=[CH:19][CH:18]=[CH:17][CH:16]=2)[CH:9]=1)[C:4]#[C:5][CH3:6].[CH2:22](I)[CH3:23].[Cl-].[NH4+]>O1CCCC1>[CH2:3]([O:7][C:8]1[N:13]=[CH:12][N:11]=[C:10]([CH:14]([O:21][CH2:22][CH3:23])[C:15]2[CH:16]=[CH:17][CH:18]=[CH:19][CH:20]=2)[CH:9]=1)[C:4]#[C:5][CH3:6] |f:0.1,4.5|. Reported procedure: In 1.5 ml of tetrahydrofuran was suspended 0.05 g of sodium hydride (60% in oil), to which 0.2 g of 6-(2-butynyloxy)-4-(α-hydroxybenzyl)pyrimidine was added under ice cooling, followed by stirring for 15 minutes. Then, 0.2 ml of a tetrahydrofuran solution containing 0.18 g of ethyl iodide was slowly added dropwise, followed by further stirring at the same temperature for 2 hours. The reaction mixture was then poured into a saturated aqueous ammonium chloride solution and extracted three times wi... Reactants: CC(C)(C)N=C=O, CCCCCCC, NC(=S)Nc1c(Cl)cccc1Cl, Cc1ccccc1C. The product is CC(C)(C)NC(=O)NC(=S)Nc1c(Cl)cccc1Cl. As a reaction SMILES: [C:21]([CH3:22])([CH3:23])([CH3:24])[N:25]=[C:26]=[O:27].[CH3:28][CH2:29][CH2:30][CH2:31][CH2:32][CH2:33][CH3:34].[Cl:1][c:2]1[c:3]([NH:9][C:10](=[S:11])[NH2:12])[c:4]([Cl:8])[cH:5][cH:6][cH:7]1.[c:13]1([CH3:14])[c:15]([CH3:16])[cH:17][cH:18][cH:19][cH:20]1>>[Cl:1][c:2]1[c:3]([NH:9][C:10](=[S:11])[NH:12][C:26]([NH:25][C:21]([CH3:22])([CH3:23])[CH3:24])=[O:27])[c:4]([Cl:8])[cH:5][cH:6][cH:7]1. Starting materials: COC(=O)C(OC)OC, NCc1cc(Cl)ccc1Cl. Yields the product COC(OC)C(=O)NCc1cc(Cl)ccc1Cl. RXN SMILES: [CH3:1][O:2][CH:3]([C:4](=[O:5])[O:6][CH3:7])[O:8][CH3:9].[Cl:10][c:11]1[c:12]([CH2:13][NH2:14])[cH:15][c:16]([Cl:19])[cH:17][cH:18]1>>[CH3:1][O:2][CH:3]([C:4](=[O:5])[NH:14][CH2:13][c:12]1[c:11]([Cl:10])[cH:18][cH:17][c:16]([Cl:19])[cH:15]1)[O:8][CH3:9].